Dataset: the Open Reaction Database (ORD), a public repository of structured organic reaction records. Task: describe an organic reaction: reactants, conditions, products, and yield The solvent is C(C)O (ethanol), C(C)O (ethanol), C(C)O (ethanol). The product is C(C)(=O)NC(C(=O)OCC)(C(=O)OCC)CCC1=C(C=CC=C1)[N+](=O)[O-] (diethyl 2-acetamido-2-(o-nitrophenethyl)malonate). The reactants are [N+](=O)([O-])C1=C(CCBr)C=CC=C1 (2-nitrophenethyl bromide), C(C)(=O)NC(C(=O)OCC)C(=O)OCC (diethyl acetamidomalonate), [O-]CC.[Na+] (sodium ethoxide). RXN SMILES: [C:1]([NH:4][CH:5]([C:11]([O:13][CH2:14][CH3:15])=[O:12])[C:6]([O:8][CH2:9][CH3:10])=[O:7])(=[O:3])[CH3:2].[O-]CC.[Na+].[N+:20]([C:23]1[CH:31]=[CH:30][CH:29]=[CH:28][C:24]=1[CH2:25][CH2:26]Br)([O-:22])=[O:21]>C(O)C>[C:1]([NH:4][C:5]([CH2:26][CH2:25][C:24]1[CH:28]=[CH:29][CH:30]=[CH:31][C:23]=1[N+:20]([O-:22])=[O:21])([C:11]([O:13][CH2:14][CH3:15])=[O:12])[C:6]([O:8][CH2:9][CH3:10])=[O:7])(=[O:3])[CH3:2] |f:1.2|. Procedure details: A solution of diethyl acetamidomalonate (33.2 g) in ethanol (150 ml) was added to a solution of sodium ethoxide in ethanol [prepared from sodium (3.8 g) and ethanol (200 ml)]. The reaction mixture was stirred at room temperature for 30 minutes and a solution of 2-nitrophenethyl bromide (J. Med. Chem. 20, 1020 (1977), 40.0 g) in ethanol (100 ml) was added dropwise during 20 minutes. After addition was complete, the reaction mixture was refluxed for 18 hours, then cooled to room temperature and ev... Run at time 30 minute. Reactants: C(C1=CC=CC=C1)OC1=C(C=CC(=C1)C(C)C)CCNS(=O)(=O)C1=C(C=CC(=C1)C#N)O (N-[2-(2-benzyloxy-4-isopropylphenyl)ethyl]-5-cyano-2-hydroxybenzenesulfonamide). Reagents/catalysts: [Pd] (palladium on carbon). The solvent is C(C)O (ethanol). Reaction conditions: time 3 hour. Yields the product C(#N)C=1C=CC(=C(C1)S(=O)(=O)NCCC1=C(C=C(C=C1)C(C)C)O)O (5-cyano-2-hydroxy-N-[2-(2-hydroxy-4-isopropylphenyl)ethyl]benzenesulfonamide). Yield: 88.1%. As a reaction SMILES: C([O:8][C:9]1[CH:14]=[C:13]([CH:15]([CH3:17])[CH3:16])[CH:12]=[CH:11][C:10]=1[CH2:18][CH2:19][NH:20][S:21]([C:24]1[CH:29]=[C:28]([C:30]#[N:31])[CH:27]=[CH:26][C:25]=1[OH:32])(=[O:23])=[O:22])C1C=CC=CC=1>C(O)C.[Pd]>[C:30]([C:28]1[CH:27]=[CH:26][C:25]([OH:32])=[C:24]([S:21]([NH:20][CH2:19][CH2:18][C:10]2[CH:11]=[CH:12][C:13]([CH:15]([CH3:17])[CH3:16])=[CH:14][C:9]=2[OH:8])(=[O:23])=[O:22])[CH:29]=1)#[N:31]. Procedure: To a stirred solution of 0.203 g of N-[2-(2-benzyloxy-4-isopropylphenyl)ethyl]-5-cyano-2-hydroxybenzenesulfonamide in ethanol was added 0.04 g of 10% palladium on carbon, and the mixture was stirred under a hydrogen atmosphere and ordinary pressure for 3 hours. After the insoluble material was removed by filtration, the filtrate was concentrated under reduced pressure to give 0.143 g of 5-cyano-2-hydroxy-N-[2-(2-hydroxy-4-isopropylphenyl)ethyl]benzenesulfonamide.